Dataset: the Open Reaction Database (ORD), a public repository of structured organic reaction records. Task: describe an organic reaction: reactants, conditions, products, and yield Reactants: C1=CC(=CC(=C1)Cl)C(=O)OO (MCPBA), C(C1=CC=CC=C1)OCCOCC1COC2=C(C=CC(=C2C1SC1=CC=C(C=C1)Cl)F)F (3-(2-Benzyloxy-ethoxymethyl)-4-(4-chloro-phenylsulfanyl)-5,8-difluoro-chroman), S(=S)(=O)([O-])[O-].[Na+].[Na+] (sodium thiosulfate). The product is C(C1=CC=CC=C1)OCCOCC1COC2=C(C=CC(=C2C1S(=O)(=O)C1=CC=C(C=C1)Cl)F)F (3-(2-Benzyloxy-ethoxymethyl)-4-(4-chloro-benzenesulfonyl)-5,8-difluoro-chroman). Conditions: time 30 minute. Procedure details: 3-(2-Benzyloxy-ethoxymethyl)-4-(4-chloro-phenylsulfanyl)-5,8-difluoro-chroman (0.42 g, 0.88 mmole) was dissolved in 15 ml DCM and MCPBA (77%, 0.6 g, 2.6 mmole) was added. The reaction was stirred at room temperature for 30 minutes. 0.5 g sodium thiosulfate in 50 ml water and 50 ml EtOAc were added. The organic layer washed with 1N NaOH solution (50 ml), brine (50 ml), dried over sodium sulfate and concentrated. The product was purified by column (EtOAc/hexane from 0/100 to 50/50 in 45 minutes). ... RXN SMILES: [CH2:1]([O:8][CH2:9][CH2:10][O:11][CH2:12][CH:13]1[CH:22](SC2C=CC(Cl)=CC=2)[C:21]2[C:16](=[C:17]([F:32])[CH:18]=[CH:19][C:20]=2[F:31])[O:15][CH2:14]1)[C:2]1[CH:7]=[CH:6][CH:5]=[CH:4][CH:3]=1.[CH:33]1[CH:38]=[C:37]([Cl:39])[CH:36]=[C:35](C(OO)=O)[CH:34]=1.[S:44]([O-:48])([O-])(=[O:46])=S.[Na+].[Na+]>C(Cl)Cl.O.C(OCC)(=O)C>[CH2:1]([O:8][CH2:9][CH2:10][O:11][CH2:12][CH:13]1[CH:22]([S:44]([C:34]2[CH:33]=[CH:38][C:37]([Cl:39])=[CH:36][CH:35]=2)(=[O:48])=[O:46])[C:21]2[C:16](=[C:17]([F:32])[CH:18]=[CH:19][C:20]=2[F:31])[O:15][CH2:14]1)[C:2]1[CH:3]=[CH:4][CH:5]=[CH:6][CH:7]=1 |f:2.3.4|. The solvent is C(Cl)Cl (DCM), O (water), C(C)(=O)OCC (Ethyl acetate). The reactants are CC(C)(C)OC(=O)N1CCC(OS(C)(=O)=O)CC1, O=C([O-])[O-], [Cs+], [Cs+], CN(C)C=O, Oc1ccccc1Cl. Product: CC(C)(C)OC(=O)N1CCC(Oc2ccccc2Cl)CC1. As a reaction SMILES: [C:15]([CH3:16])([CH3:17])([CH3:18])[O:19][C:20](=[O:21])[N:22]1[CH2:23][CH2:24][CH:25]([O:28][S:29]([CH3:30])(=[O:31])=[O:32])[CH2:26][CH2:27]1.[C:9](=[O:10])([O-:11])[O-:12].[Cs+:13].[Cs+:14].[O:33]=[CH:34][N:35]([CH3:36])[CH3:37].[OH:1][c:2]1[cH:3][cH:4][cH:5][cH:6][c:7]1[Cl:8]>>[O:1]([c:2]1[cH:3][cH:4][cH:5][cH:6][c:7]1[Cl:8])[CH:25]1[CH2:24][CH2:23][N:22]([C:20]([O:19][C:15]([CH3:16])([CH3:17])[CH3:18])=[O:21])[CH2:27][CH2:26]1.